From a dataset of the Open Reaction Database (ORD), a public repository of structured organic reaction records. describe an organic reaction: reactants, conditions, products, and yield The reactants are O=C(Nc1cc(C(F)(F)F)ccc1CO)OCc1ccccc1, ClCCl, CCOCC, O=[Cr](=O)([O-])Cl, c1cc[nH+]cc1. Yields the product O=Cc1ccc(C(F)(F)F)cc1NC(=O)OCc1ccccc1. Reaction SMILES: [CH2:12]([c:13]1[cH:14][cH:15][cH:16][cH:17][cH:18]1)[O:19][C:20](=[O:21])[NH:22][c:23]1[c:24]([CH2:33][OH:34])[cH:25][cH:26][c:27]([C:29]([F:30])([F:31])[F:32])[cH:28]1.[CH2:40]([Cl:41])[Cl:42].[CH3:35][CH2:36][O:37][CH2:38][CH3:39].[O:1]=[Cr:2]([Cl:3])([O-:4])=[O:5].[nH+:6]1[cH:7][cH:8][cH:9][cH:10][cH:11]1>>[CH2:12]([c:13]1[cH:14][cH:15][cH:16][cH:17][cH:18]1)[O:19][C:20](=[O:21])[NH:22][c:23]1[c:24]([CH:33]=[O:34])[cH:25][cH:26][c:27]([C:29]([F:30])([F:31])[F:32])[cH:28]1. Starting materials: C1(CC1)N1C=C(C(C2=C(C(=C(C(=C12)F)N1CCNCC1)F)F)=O)C(=O)O (1-cyclopropyl-5,6,8-trifluoro-7-(1-piperazinyl)-1,4-dihydro-4-oxoquinoline-3-carboxylic acid), N (ammonia). Solvent: C(C)O (ethanol). Product: NC1=C2C(C(=CN(C2=C(C(=C1F)N1CCNCC1)F)C1CC1)C(=O)O)=O (5-amino-1-cyclopropyl-6,8-difluoro-7-(1-piperazinyl)-1,4-dihydro-4-oxoquinoline-3-carboxylic acid). RXN SMILES: [CH:1]1([N:4]2[C:13]3[C:8](=[C:9](F)[C:10]([F:21])=[C:11]([N:15]4[CH2:20][CH2:19][NH:18][CH2:17][CH2:16]4)[C:12]=3[F:14])[C:7](=[O:23])[C:6]([C:24]([OH:26])=[O:25])=[CH:5]2)[CH2:3][CH2:2]1.[NH3:27]>C(O)C>[NH2:27][C:9]1[C:10]([F:21])=[C:11]([N:15]2[CH2:16][CH2:17][NH:18][CH2:19][CH2:20]2)[C:12]([F:14])=[C:13]2[C:8]=1[C:7](=[O:23])[C:6]([C:24]([OH:26])=[O:25])=[CH:5][N:4]2[CH:1]1[CH2:3][CH2:2]1. Reported procedure: In the same manner as described in Example 13, 1-cyclopropyl-5,6,8-trifluoro-7-(1-piperazinyl)-1,4-dihydro-4-oxoquinoline-3-carboxylic acid was allowed to react with ammonia in ethanol in a sealed tube to give 5-amino-1-cyclopropyl-6,8-difluoro-7-(1-piperazinyl)-1,4-dihydro-4-oxoquinoline-3-carboxylic acid, m.p. 263°-264° C. Starting materials: C1(CC1)C1=NN=C(S1)N=C=O (5-cyclopropyl-1,3,4-thiadiazol-2-yl isocyanate), dimethyl acetal, C(C#C)NCC=O (2-propargylaminoacetaldehyde). Run in C(C)(=O)OCC (ethyl acetate). Yields the product dimethyl acetal, C(C#C)N(C(=O)NC=1SC(=NN1)C1CC1)CC=O (2-[1-propargyl-3-(5-cyclopropyl-1,3,4-thiadiazol-2-yl)ureido]acetaldehyde). RXN SMILES: [CH:1]1([C:4]2[S:8][C:7]([N:9]=[C:10]=[O:11])=[N:6][N:5]=2)[CH2:3][CH2:2]1.[CH2:12]([NH:15][CH2:16][CH:17]=[O:18])[C:13]#[CH:14]>C(OCC)(=O)C>[CH2:12]([N:15]([CH2:16][CH:17]=[O:18])[C:10]([NH:9][C:7]1[S:8][C:4]([CH:1]2[CH2:3][CH2:2]2)=[N:5][N:6]=1)=[O:11])[C:13]#[CH:14]. Procedure details: A mixture of 5-cyclopropyl-1,3,4-thiadiazol-2-yl isocyanate dimer (7 grams), the dimethyl acetal of 2-propargylaminoacetaldehyde (5 grams) and ethyl acetate (50 ml) were charged into a glass reaction vessel equipped with a mechanical stirrer and reflux condenser. The reaction mixture is heated at reflux for a period of about 2 hours. After this time the mixture is stripped of solvent under reduced pressure to yield the desired product the dimethyl acetal of 2-[1-propargyl-3-(5-cyclopropyl-1,3,4-... Reactants: N1=NC=C(C2=CC=CC=C12)C(=O)OC (methyl cinnolin-4-carboxylate), [H-].[Al+3].[Li+].[H-].[H-].[H-] (lithium aluminium hydride), C(Cl)Cl (methylene chloride), O (water). The solvent is C(C)OCC (diethyl ether), C(C)OCC (diethyl ether). Yields the product N1N=CCC2=CC=CC=C12 (1,4-dihydro-cinnoline). RXN SMILES: [N:1]1[C:10]2[C:5](=[CH:6][CH:7]=[CH:8][CH:9]=2)[C:4](C(OC)=O)=[CH:3][N:2]=1.[H-].[Al+3].[Li+].[H-].[H-].[H-].O.C(Cl)Cl>C(OCC)C>[NH:1]1[C:10]2[C:5](=[CH:6][CH:7]=[CH:8][CH:9]=2)[CH2:4][CH:3]=[N:2]1 |f:1.2.3.4.5.6|. Procedure: A solution of 1.00 g of methyl cinnolin-4-carboxylate in 15 ml diethyl ether is added dropwise at 0° C. to a suspension of 222 mg of lithium aluminium hydride in 5 ml of diethyl ether. After 1.5 hours water is carefully added dropwise to the reaction mixture, this is stirred with methylene chloride and suction filtered through a glass fibre filter. The aqueous phase is extracted with methylene chloride and the combined organic phases are dried over magnesium sulphate and evaporated down. Accordi... RXN SMILES: [Br:1][CH2:2][CH2:3][CH2:4][C:5]1=[CH:6][C:7]2([CH2:8][CH2:9][CH2:10][CH2:11]2)[c:12]2[cH:13][cH:14][cH:15][cH:16][c:17]21.[CH2:18]1[CH2:19][CH2:20][NH:21][CH2:22]1.[CH3:23][c:24]1[cH:25][cH:26][cH:27][cH:28][cH:29]1>>[CH2:2]([CH2:3][CH2:4][C:5]1=[CH:6][C:7]2([CH2:8][CH2:9][CH2:10][CH2:11]2)[c:12]2[cH:13][cH:14][cH:15][cH:16][c:17]21)[N:21]1[CH2:20][CH2:19][CH2:18][CH2:22]1. The reactants are BrCCCC1=CC2(CCCC2)c2ccccc21, C1CCNC1, Cc1ccccc1. The product is C1=C(CCCN2CCCC2)c2ccccc2C12CCCC2. Starting materials: C([O-])([O-])=O.[Cs+].[Cs+] (cesium carbonate), OS(=O)(=O)[O-].[K+] (KHSO4), Cl.NC=1C(N(C=CC1O)C)=O (3-amino-4-hydroxy-1-methylpyridin-2-one hydrochloride), ClCC(=O)Cl (chloroacetyl chloride), N1=CC=CC=C1 (Pyridine), filtrate. As a reaction SMILES: Cl.[NH2:2][C:3]1[C:4](=[O:11])[N:5]([CH3:10])[CH:6]=[CH:7][C:8]=1[OH:9].Cl[CH2:13][C:14](Cl)=[O:15].N1C=CC=CC=1.OS([O-])(=O)=O.[K+].C(=O)([O-])[O-].[Cs+].[Cs+]>C(Cl)Cl.CC(=O)OCC.C(O)(C)C.O>[CH3:10][N:5]1[CH:6]=[CH:7][C:8]2[O:9][CH2:13][C:14](=[O:15])[NH:2][C:3]=2[C:4]1=[O:11] |f:0.1,4.5,6.7.8|. Reaction conditions: time 5 hour. Isolated yield 24.7%. Procedure: To a solution of the title compound of Example 237, step 3 (1.6 g, 9.01 mmol, 1.00 Eq) in CH2Cl2 (150 mL) at 0° C. under N2 is added chloroacetyl chloride (0.75 mL, 9 mmol) dropwise. Pyridine (2.2 mL, 37 mmol) is then added, and the mixture was stirred for 5 h at room temperature. Saturated aqueous KHSO4 (100 mL) is added and the aqueous layer was extracted a total of three times with CH2Cl2. The combined organic layers were dried over Na2SO4, filtered, and then acetone (200 mL) followed by cesi... Run in C(C)(C)O (isopropanol), C(Cl)Cl (CH2Cl2), O (water), CC(OCC)=O (EA), C(Cl)Cl (CH2Cl2). Yields the product CN1C(C2=C(OCC(N2)=O)C=C1)=O (6-methyl-4H-pyrido[4,3-b][1,4]oxazine-3,5-dione). Reactants: O=C([O-])O, O=C([O-])O, Cl, [K+], [Na+], O=C=O, O, Oc1cccc(O)c1. Product: O=C(O)c1ccc(O)cc1O. Reaction SMILES: [C:1]([O-:2])([OH:3])=[O:4].[C:6](=[O:7])([OH:8])[O-:9].[ClH:22].[K+:10].[Na+:5].[O:19]=[C:20]=[O:21].[OH2:23].[OH:11][c:12]1[cH:13][cH:14][cH:15][c:16]([OH:17])[cH:18]1>>[C:1]([OH:2])(=[O:4])[c:13]1[c:12]([OH:11])[cH:18][c:16]([OH:17])[cH:15][cH:14]1. The reactants are C[C@@H]1CN(CCN1)C(=O)C1=NN(C=N1)C=1C=C(C=CC1)C (((R)-3-methyl-piperazin-1-yl)-(1-m-tolyl-1H-[1,2,4]-triazol-3-yl)-methanone), COC1=CC=CC(=N1)C(=O)O (6-methoxy-pyridine-2-carboxylic acid), CN(C)C(=[N+](C)C)ON1C2=C(C=CC=C2)N=N1.[B-](F)(F)(F)F (TBTU), CCN(C(C)C)C(C)C (DIPEA), ice water. Solvent: CN(C)C=O (DMF). Reaction conditions: time 12 hour. The product is COC1=CC=CC(=N1)C(=O)N1[C@@H](CN(CC1)C(=O)C1=NN(C=N1)C=1C=C(C=CC1)C)C ((R)-(6-Methoxy-pyridin-2-yl)-[2-methyl-4-(1-m-tolyl-1H-[1,2,4]-triazole-3-carbonyl)-piperazin-1-yl]-methanone). Reaction SMILES: [CH3:1][C@H:2]1[NH:7][CH2:6][CH2:5][N:4]([C:8]([C:10]2[N:14]=[CH:13][N:12]([C:15]3[CH:16]=[C:17]([CH3:21])[CH:18]=[CH:19][CH:20]=3)[N:11]=2)=[O:9])[CH2:3]1.[CH3:22][O:23][C:24]1[N:29]=[C:28]([C:30](O)=[O:31])[CH:27]=[CH:26][CH:25]=1.CN(C(ON1N=NC2C=CC=CC1=2)=[N+](C)C)C.[B-](F)(F)(F)F.CCN(C(C)C)C(C)C>CN(C=O)C>[CH3:22][O:23][C:24]1[N:29]=[C:28]([C:30]([N:7]2[CH2:6][CH2:5][N:4]([C:8]([C:10]3[N:14]=[CH:13][N:12]([C:15]4[CH:16]=[C:17]([CH3:21])[CH:18]=[CH:19][CH:20]=4)[N:11]=3)=[O:9])[CH2:3][C@H:2]2[CH3:1])=[O:31])[CH:27]=[CH:26][CH:25]=1 |f:2.3|. Procedure details: A mixture of 86 mg (0.30 mmol) ((R)-3-methyl-piperazin-1-yl)-(1-m-tolyl-1H-[1,2,4]-triazol-3-yl)-methanone, 46 mg (0.30 mmol) 6-methoxy-pyridine-2-carboxylic acid, 0.11 g (0.33 mmol) TBTU and 80 μL (0.45 mmol) DIPEA in 5.0 mL DMF was stirred at RT for 12 h. The reaction mixture was poured into ice water and extracted with EtOAc. The combined organic phases were dried over sodium sulfate, filtered and concentrated in vacuo.